From a dataset of the Open Reaction Database (ORD), a public repository of structured organic reaction records. describe an organic reaction: reactants, conditions, products, and yield Run in C(Cl)Cl (methylene chloride), C(C)(=O)O (acetic acid), CO (methanol). As a reaction SMILES: [NH2:1][C:2]1[CH:3]=[C:4]([CH:14]=[CH:15][CH:16]=1)[C:5]([CH:7]1[CH2:12][CH2:11][N:10]([CH3:13])[CH2:9][CH2:8]1)=[O:6].[C:17]1([N:23]=[C:24]=[O:25])[CH:22]=[CH:21][CH:20]=[CH:19][CH:18]=1>C(Cl)Cl.C(O)(=O)C.CO>[C:17]1([NH:23][C:24](=[O:25])[NH:1][C:2]2[CH:3]=[C:4]([CH:14]=[CH:15][CH:16]=2)[C:5]([CH:7]2[CH2:8][CH2:9][N:10]([CH3:13])[CH2:11][CH2:12]2)=[O:6])[CH:22]=[CH:21][CH:20]=[CH:19][CH:18]=1. Yields the product C1(=CC=CC=C1)NC(NC=1C=C(C(=O)C2CCN(CC2)C)C=CC1)=O (4-[3-(phenylureido)benzoyl]-1-methylpiperidine). The reactants are NC=1C=C(C(=O)C2CCN(CC2)C)C=CC1 (4-[3-aminobenzoyl]-1-methylpiperidine), C1(=CC=CC=C1)N=C=O (phenyl isocyanate). Isolated yield 73.4%. Reported procedure: 4-[3-aminobenzoyl]-1-methylpiperidine (25 mg, 0.115 mmol) and phenyl isocyanate (37 μL, 0.344 mmol) in methylene chloride (2 mL) were mixed for 72 h at ambient temperature. The solution was diluted with 10% acetic acid in methanol and poured over a Varian Mega Bond Elut™ strong cation exchange column. The column was rinsed extensively with methanol to remove impurities, then treated with a 2M ammonia in methanol to elute the product from the column. The solvent was evaporated and the residue was... Starting materials: O=C(Cl)Oc1ccc([N+](=O)[O-])cc1, CC(C)CN(CC(O)C(Cc1ccc(OCCCO)cc1)NC(=O)OC1COC2OCCC12)S(=O)(=O)c1ccc2c(c1)OCO2. The product is CC(C)CN(CC(O)C(Cc1ccc(OCCCOC(=O)Oc2ccc([N+](=O)[O-])cc2)cc1)NC(=O)OC1COC2OCCC12)S(=O)(=O)c1ccc2c(c1)OCO2. As a reaction SMILES: [Cl:46][C:47](=[O:48])[O:49][c:50]1[cH:51][cH:52][c:53]([N+:56](=[O:57])[O-:58])[cH:54][cH:55]1.[O:1]1[CH2:2][O:3][c:4]2[c:5]1[cH:6][cH:7][c:8]([S:10](=[O:11])(=[O:12])[N:13]([CH2:14][CH:15]([CH:16]([CH2:17][c:18]1[cH:19][cH:20][c:21]([O:24][CH2:25][CH2:26][CH2:27][OH:28])[cH:22][cH:23]1)[NH:29][C:30]([O:31][CH:32]1[CH2:33][O:34][CH:35]3[O:36][CH2:37][CH2:38][CH:39]13)=[O:40])[OH:41])[CH2:42][CH:43]([CH3:44])[CH3:45])[cH:9]2>>[O:1]1[CH2:2][O:3][c:4]2[c:5]1[cH:6][cH:7][c:8]([S:10](=[O:11])(=[O:12])[N:13]([CH2:14][CH:15]([CH:16]([CH2:17][c:18]1[cH:19][cH:20][c:21]([O:24][CH2:25][CH2:26][CH2:27][O:28][C:47](=[O:48])[O:49][c:50]3[cH:51][cH:52][c:53]([N+:56](=[O:57])[O-:58])[cH:54][cH:55]3)[cH:22][cH:23]1)[NH:29][C:30]([O:31][CH:32]1[CH2:33][O:34][CH:35]3[O:36][CH2:37][CH2:38][CH:39]13)=[O:40])[OH:41])[CH2:42][CH:43]([CH3:44])[CH3:45])[cH:9]2. Starting materials: CCO, COC(=O)c1cnn2c(NC(C)C(C)C)c(-c3c(F)cccc3Cl)c(Cl)nc12, [Na+], [OH-]. Product: CC(C)C(C)Nc1c(-c2c(F)cccc2Cl)c(Cl)nc2c(C(=O)O)cnn12. As a reaction SMILES: [CH3:31][CH2:32][OH:33].[Cl:1][c:2]1[n:3][c:4]2[n:5]([c:6]([NH:16][CH:17]([CH:18]([CH3:19])[CH3:20])[CH3:21])[c:7]1-[c:8]1[c:9]([Cl:15])[cH:10][cH:11][cH:12][c:13]1[F:14])[n:22][cH:23][c:24]2[C:25](=[O:26])[O:27][CH3:28].[Na+:30].[OH-:29]>>[Cl:1][c:2]1[n:3][c:4]2[n:5]([c:6]([NH:16][CH:17]([CH:18]([CH3:19])[CH3:20])[CH3:21])[c:7]1-[c:8]1[c:9]([Cl:15])[cH:10][cH:11][cH:12][c:13]1[F:14])[n:22][cH:23][c:24]2[C:25](=[O:26])[OH:27]. Reactants: OC1CCC(COC(c2ccccc2)(c2ccccc2)c2ccccc2)CC1, CS(=O)(=O)Cl, ClC(Cl)Cl. Product: CS(=O)(=O)OC1CCC(COC(c2ccccc2)(c2ccccc2)c2ccccc2)CC1. RXN SMILES: [C:1]([c:2]1[cH:3][cH:4][cH:5][cH:6][cH:7]1)([c:8]1[cH:9][cH:10][cH:11][cH:12][cH:13]1)([c:14]1[cH:15][cH:16][cH:17][cH:18][cH:19]1)[O:20][CH2:21][CH:22]1[CH2:23][CH2:24][CH:25]([OH:28])[CH2:26][CH2:27]1.[CH3:29][S:30]([Cl:31])(=[O:32])=[O:33].[CH:34]([Cl:35])([Cl:36])[Cl:37]>>[C:1]([c:2]1[cH:3][cH:4][cH:5][cH:6][cH:7]1)([c:8]1[cH:9][cH:10][cH:11][cH:12][cH:13]1)([c:14]1[cH:15][cH:16][cH:17][cH:18][cH:19]1)[O:20][CH2:21][CH:22]1[CH2:23][CH2:24][CH:25]([O:28][S:30]([CH3:29])(=[O:32])=[O:33])[CH2:26][CH2:27]1.